Dataset: the Open Reaction Database (ORD), a public repository of structured organic reaction records. Task: describe an organic reaction: reactants, conditions, products, and yield The reactants are O.BrC=1C=C(C=CC1)C(=O)C=O (3-bromophenylglyoxal hydrate), Cl.COC1=CC=C(C=C1)CC(C)NO (N-(2-(4-methoxyphenyl)-1-methylethyl)hydroxylamine hydrochloride), C(C)(=O)[O-].[Na+] (sodium acetate). Run in CO (methanol). The product is BrC=1C=C(C(=O)C=[N+]([O-])C(CC2=CC=C(C=C2)OC)C)C=CC1 (C-(3-Bromobenzoyl)-N-(2-(4-methoxyphenyl)-1-methylethyl)nitrone). As a reaction SMILES: O.[Br:2][C:3]1[CH:4]=[C:5]([C:9]([CH:11]=O)=[O:10])[CH:6]=[CH:7][CH:8]=1.Cl.[CH3:14][O:15][C:16]1[CH:21]=[CH:20][C:19]([CH2:22][CH:23]([NH:25][OH:26])[CH3:24])=[CH:18][CH:17]=1.C([O-])(=O)C.[Na+]>CO>[Br:2][C:3]1[CH:4]=[C:5]([CH:6]=[CH:7][CH:8]=1)[C:9]([CH:11]=[N+:25]([CH:23]([CH3:24])[CH2:22][C:19]1[CH:20]=[CH:21][C:16]([O:15][CH3:14])=[CH:17][CH:18]=1)[O-:26])=[O:10] |f:0.1,2.3,4.5|. Procedure details: 2.31 g (10 mmol) of 3-bromophenylglyoxal hydrate, 2.175 g (20 mmol) of N-(2-(4-methoxyphenyl)-1-methylethyl)hydroxylamine hydrochloride and 820 mg (10 mmol) of sodium acetate were stirred in 50 ml of absolute methanol at room temperature for 4 hours. After filtration, the fitrate was evaporated, 50 ml of water were added to the residue and the mixture was extracted with methylene chloride (3×25 ml). Starting materials: COC(=O)c1cncc(Nc2ccn(COCC[Si](C)(C)C)n2)n1, CO, CCOC(C)=O, [Na+], C1CCOC1, [OH-]. Product: C[Si](C)(C)CCOCn1ccc(Nc2cncc(C(=O)O)n2)n1. As a reaction SMILES: [CH3:1][Si:2]([CH2:3][CH2:4][O:5][CH2:6][n:7]1[n:8][c:9]([NH:12][c:13]2[cH:14][n:15][cH:16][c:17]([C:19](=[O:20])[O:21][CH3:22])[n:18]2)[cH:10][cH:11]1)([CH3:23])[CH3:24].[CH3:30][OH:31].[CH3:34][CH2:35][O:36][C:37](=[O:38])[CH3:39].[Na+:33].[O:25]1[CH2:26][CH2:27][CH2:28][CH2:29]1.[OH-:32]>>[CH3:1][Si:2]([CH2:3][CH2:4][O:5][CH2:6][n:7]1[n:8][c:9]([NH:12][c:13]2[cH:14][n:15][cH:16][c:17]([C:19](=[O:20])[OH:21])[n:18]2)[cH:10][cH:11]1)([CH3:23])[CH3:24].